describe an organic reaction: reactants, conditions, products, and yield From a dataset of the Open Reaction Database (ORD), a public repository of structured organic reaction records. The reactants are OO (hydrogen peroxide), [OH-].[Na+] (NaOH), B.C1CCOC1 (Borane THF), BrC1=CC=2C(C3=CC=C(C=C3OC2C=C1)Br)=C (2,6-dibromo-9-methylene-9H-xanthene). Solvent: C1CCOC1 (THF), O (water). Conditions: time 1 hour. Product: BrC1=CC=2C(C3=CC=C(C=C3OC2C=C1)Br)CO ((2,6-dibromo-9H-xanthen-9-yl)methanol). Isolated yield 37.0%. Reaction SMILES: B.C1C[O:5]CC1.[Br:7][C:8]1[CH:21]=[CH:20][C:19]2[O:18][C:17]3[C:12](=[CH:13][CH:14]=[C:15]([Br:22])[CH:16]=3)[C:11](=[CH2:23])[C:10]=2[CH:9]=1.OO.[OH-].[Na+]>C1COCC1.O>[Br:7][C:8]1[CH:21]=[CH:20][C:19]2[O:18][C:17]3[C:12](=[CH:13][CH:14]=[C:15]([Br:22])[CH:16]=3)[CH:11]([CH2:23][OH:5])[C:10]=2[CH:9]=1 |f:0.1,4.5|. Procedure details: Borane-THF complex (36.5 mL, 1M THF, 36.5 mmol) was added to a stirred solution of 2,6-dibromo-9-methylene-9H-xanthene (9-1) (6.43 g, 18.27 mmol) in THF (75 mL) at 0° C. The mixture was allowed to warm up to rt and stirred for 1 h. The reaction mixture was cooled to 0° C. and a mixture of hydrogen peroxide (35 wt % in water) (5.76 mL, 65.8 mmol) and NaOH (25.6 mL, 2 M aq, 51.1 mmol) was added cautiously. The mixture was allowed to warm up to rt over 30 min. The reaction mixture was then poured i... The reactants are C(C1=CC=CC=C1)N1CC=2N(CC1)C(=NC2)CNC(OC(C)(C)C)=O (tert-butyl (7-benzyl-5,6,7,8-tetrahydroimidazo[1,5-a]pyrazin-3-yl)methylcarbamate), CC(C)(C)OC(=O)OC(=O)OC(C)(C)C (Boc2O). Reagents/catalysts: [OH-].[OH-].[Pd+2] (Pd(OH)2 on carbon). The solvent is CO (MeOH). Conditions: time 6 hour. Yields the product C=1N=C(N2C1CNCC2)CNC(OC(C)(C)C)=O (tert-butyl (5,6,7,8-tetrahydroimidazo[1,5-a]pyrazin-3-yl)methylcarbamate). Isolated yield 109.0%. As a reaction SMILES: C([N:8]1[CH2:13][CH2:12][N:11]2[C:14]([CH2:17][NH:18][C:19](=[O:25])[O:20][C:21]([CH3:24])([CH3:23])[CH3:22])=[N:15][CH:16]=[C:10]2[CH2:9]1)C1C=CC=CC=1.CC(OC(OC(OC(C)(C)C)=O)=O)(C)C>[OH-].[OH-].[Pd+2].CO>[CH:16]1[N:15]=[C:14]([CH2:17][NH:18][C:19](=[O:25])[O:20][C:21]([CH3:23])([CH3:22])[CH3:24])[N:11]2[CH2:12][CH2:13][NH:8][CH2:9][C:10]=12 |f:2.3.4|. Reported procedure: To a flask was added tert-butyl (7-benzyl-5,6,7,8-tetrahydroimidazo[1,5-a]pyrazin-3-yl)methylcarbamate (0.500 g, 1.46 mmol, prepared using O from Preparation #S.1 with Boc2O), MeOH (20 mL) and Pd(OH)2 on carbon (20 wt %, 0.255 g, 0.363 mmol). The mixture was evacuated and purged with N2 three times and a H2 balloon was fitted to the flask. The flask was purged with H2 three times and stirred for about 6 h at rt. The mixture was filtered and the solvent was removed under reduced pressure to give ... Starting materials: C(C)S(=O)(=O)O (ethanesulfonic acid), C1(CC1)CN1CCN2C3=C(CC1C2)C=CC(=C3)N (4-cyclopropylmethyl-9-amino-3,4,5,6-tetrahydro-2H-1,5-methano-1,4-benzodiazocine). The solvent is C(C)(C)O (isopropyl alcohol), CO (methanol). Yields the product C(C)S(=O)(=O)O.C(C)S(=O)(=O)O.C1(CC1)CN1CCN2C3=C(CC1C2)C=CC(=C3)N (4-cyclopropylmethyl-9-amino-3,4,5,6-tetrahydro-2H-1,5-methano-1,4-benzodiazocine diethanesulfonate). RXN SMILES: [CH2:1]([S:3]([OH:6])(=[O:5])=[O:4])[CH3:2].[CH:7]1([CH2:10][N:11]2[CH:18]3[CH2:19][N:14]([C:15]4[CH:23]=[C:22]([NH2:24])[CH:21]=[CH:20][C:16]=4[CH2:17]3)[CH2:13][CH2:12]2)[CH2:9][CH2:8]1>C(O)(C)C.CO>[CH2:1]([S:3]([OH:6])(=[O:5])=[O:4])[CH3:2].[CH2:1]([S:3]([OH:6])(=[O:5])=[O:4])[CH3:2].[CH:7]1([CH2:10][N:11]2[CH:18]3[CH2:19][N:14]([C:15]4[CH:23]=[C:22]([NH2:24])[CH:21]=[CH:20][C:16]=4[CH2:17]3)[CH2:13][CH2:12]2)[CH2:8][CH2:9]1 |f:4.5.6|. Procedure details: A solution of ethanesulfonic acid (24 g.) in isopropyl alcohol (80 ml.) was added with warming (40°-50° C.) to a solution of 4-cyclopropylmethyl-9-amino-3,4,5,6-tetrahydro-2H-1,5-methano-1,4-benzodiazocine (26.9 g.) in methanol (120 ml.), affording 4-cyclopropylmethyl-9-amino-3,4,5,6-tetrahydro-2H-1,5-methano-1,4-benzodiazocine diethanesulfonate in two crops (34 g., m.r. 221-225° C.; 14 g., m.r. 211°-219° C.), the second of which was recrystallized from methanol-isopropyl alcohol (10 g., m.r. 22... The reactants are CC(=O)O, C1CCOC1, COc1ccc(C2OCC3CC(n4ccc5c(NC6CCc7ccccc76)ncnc54)CC3O2)cc1, O. The product is OCC1CC(n2ccc3c(NC4CCc5ccccc54)ncnc32)CC1O. RXN SMILES: [C:37]([OH:38])(=[O:39])[CH3:40].[CH2:41]1[O:42][CH2:43][CH2:44][CH2:45]1.[CH:1]1([NH:10][c:11]2[c:12]3[c:13]([n:14][cH:15][n:16]2)[n:17]([CH:20]2[CH2:21][CH:22]4[CH:23]([O:24][CH:25]([c:28]5[cH:29][cH:30][c:31]([O:32][CH3:33])[cH:34][cH:35]5)[O:26][CH2:27]4)[CH2:36]2)[cH:18][cH:19]3)[CH2:2][CH2:3][c:4]2[cH:5][cH:6][cH:7][cH:8][c:9]21.[OH2:46]>>[CH:1]1([NH:10][c:11]2[c:12]3[c:13]([n:14][cH:15][n:16]2)[n:17]([CH:20]2[CH2:21][CH:22]([CH2:27][OH:26])[CH:23]([OH:24])[CH2:36]2)[cH:18][cH:19]3)[CH2:2][CH2:3][c:4]2[cH:5][cH:6][cH:7][cH:8][c:9]21.